This data is from the Open Reaction Database (ORD), a public repository of structured organic reaction records. The task is: describe an organic reaction: reactants, conditions, products, and yield The reactants are N1C=C(C2=CC=CC=C12)CCS (indole 3-ethanethiol), [H-].[Al+3].[Li+].[H-].[H-].[H-] (lithium aluminum hydride), C(C1=CC=CC=C1)OC=1C=C2C(=CNC2=CC1)C(C(=O)OCC)=O (ethyl 5-benzyloxy-3-indoleglyoxalate), 5-benzyloxy-3-tryptophol, ketone. The solvent is CC(=O)C (acetone). The product is C(C1=CC=CC=C1)OC=1C=C2C3=C(NC2=CC1)C(OCC3)(C)C (6-benzyloxy-1,1-dimethyl-1,3,4,9-tetrahydropyrano[3,4-b]indole). As a reaction SMILES: N1C2C(=CC=CC=2)C(CCS)=[CH:2]1.[H-].[Al+3].[Li+].[H-].[H-].[H-].[CH2:19]([O:26][C:27]1[CH:28]=[C:29]2[C:33](=[CH:34][CH:35]=1)[NH:32][CH:31]=[C:30]2[C:36](=O)[C:37]([O:39][CH2:40][CH3:41])=O)[C:20]1[CH:25]=[CH:24][CH:23]=[CH:22][CH:21]=1>CC(C)=O>[CH2:19]([O:26][C:27]1[CH:28]=[C:29]2[C:33](=[CH:34][CH:35]=1)[NH:32][C:31]1[C:40]([CH3:41])([CH3:2])[O:39][CH2:37][CH2:36][C:30]2=1)[C:20]1[CH:25]=[CH:24][CH:23]=[CH:22][CH:21]=1 |f:1.2.3.4.5.6|. Procedure details: 5-Benzyloxy-3-tryptophol (II; R2, R3, R4 and R5 = H, R6 = 5-benzyloxy and X1 = OH), m.p. 93° - 95° C., is prepared by lithium aluminum hydride reduction of ethyl 5-benzyloxy-3-indoleglyoxalate (British Patent 778,823) according to the procedure of Example 309. Subsequent treatment of 5-benzyloxy-3-tryptophol with the ketone, acetone, according to the procedure of Example 785 affords 6-benzyloxy-1,1-dimethyl-1,3,4,9-tetrahydropyrano[3,4-b]indole (VII; R1M CH3), nmr (CDCl3) δ1.53 (6H), 2.73 (t, 2H... The reactants are ClC=1C=C(C=CC1OCC1CC1)C=1OC2=C(N1)CCC(C2)OCC(=O)N2CCOCC2 (2-((2-(3-chloro-4-(cyclopropylmethoxy)phenyl)-4,5,6,7-tetrahydro-1,3-benzoxazol-6-yl)oxy)-1-(morpholin-4-yl)ethanone), C[Mg]Br (methylmagnesium bromide), [Cl-].[NH4+] (ammonium chloride). The solvent is C1CCOC1 (THF). Reaction conditions: time 10 minute. The product is ClC=1C=C(C=CC1OCC1CC1)C=1OC2=C(N1)CCC(C2)OCC(C)O (1-((2-(3-chloro-4-(cyclopropylmethoxy)phenyl)-4,5,6,7-tetrahydro-1,3-benzoxazol-6-yl)oxy)propan-2-ol). Reaction SMILES: [Cl:1][C:2]1[CH:3]=[C:4]([C:13]2[O:14][C:15]3[CH2:21][CH:20]([O:22][CH2:23][C:24](N4CCOCC4)=[O:25])[CH2:19][CH2:18][C:16]=3[N:17]=2)[CH:5]=[CH:6][C:7]=1[O:8][CH2:9][CH:10]1[CH2:12][CH2:11]1.[CH3:32][Mg]Br.[Cl-].[NH4+]>C1COCC1>[Cl:1][C:2]1[CH:3]=[C:4]([C:13]2[O:14][C:15]3[CH2:21][CH:20]([O:22][CH2:23][CH:24]([OH:25])[CH3:32])[CH2:19][CH2:18][C:16]=3[N:17]=2)[CH:5]=[CH:6][C:7]=1[O:8][CH2:9][CH:10]1[CH2:11][CH2:12]1 |f:2.3|. Procedure details: To a solution of 2-((2-(3-chloro-4-(cyclopropylmethoxy)phenyl)-4,5,6,7-tetrahydro-1,3-benzoxazol-6-yl)oxy)-1-(morpholin-4-yl)ethanone (9.24 g) in THF (25 mL) was added methylmagnesium bromide (1 M THF solution, 31.0 mL). To the reaction mixture was added saturated aqueous ammonium chloride solution, and the mixture was extracted with ethyl acetate. The organic layer was dried over anhydrous magnesium sulfate, and the solvent was evaporated under reduced pressure. To the obtained residue in a mix... Reactants: COc1ccc(Cn2ncc3c4c(cnc32)CC(NS(=O)(=O)c2ccccc2)CC4)cc1, Cc1ccccc1, O=C(O)C(F)(F)F. The product is O=S(=O)(NC1CCc2c(cnc3[nH]ncc23)C1)c1ccccc1. RXN SMILES: [CH3:1][O:2][c:3]1[cH:4][cH:5][c:6]([CH2:7][n:8]2[n:9][cH:10][c:11]3[c:12]2[n:13][cH:14][c:15]2[c:20]3[CH2:19][CH2:18][CH:17]([NH:21][S:22](=[O:23])(=[O:24])[c:25]3[cH:26][cH:27][cH:28][cH:29][cH:30]3)[CH2:16]2)[cH:31][cH:32]1.[CH3:40][c:41]1[cH:42][cH:43][cH:44][cH:45][cH:46]1.[OH:33][C:34]([C:35]([F:36])([F:37])[F:38])=[O:39]>>[nH:8]1[n:9][cH:10][c:11]2[c:12]1[n:13][cH:14][c:15]1[c:20]2[CH2:19][CH2:18][CH:17]([NH:21][S:22](=[O:23])(=[O:24])[c:25]2[cH:26][cH:27][cH:28][cH:29][cH:30]2)[CH2:16]1. Starting materials: ClC(=O)OC1=CC=CC=C1 (Phenyl chloroformate), NC1=NC=C(C#N)C(=C1)OCC=1SC=CC1 (6-amino-4-(thiophen-2-ylmethoxy)nicotinonitrile), NC1=NC=C(C#N)C(=C1)OCC=1SC=CC1 (6-amino-4-(thiophen-2-ylmethoxy)nicotinonitrile), N1=CC=CC=C1 (pyridine). Solvent: C1CCOC1 (THF). Conditions: time 16 hour. The product is C1(=CC=CC=C1)OC(NC1=NC=C(C(=C1)OCC=1SC=CC1)C#N)=O (phenyl(5-cyano-4-(thiophen-2-ylmethoxy)pyridin-2-yl)carbamate). RXN SMILES: Cl[C:2]([O:4][C:5]1[CH:10]=[CH:9][CH:8]=[CH:7][CH:6]=1)=[O:3].[NH2:11][C:12]1[CH:19]=[C:18]([O:20][CH2:21][C:22]2[S:23][CH:24]=[CH:25][CH:26]=2)[C:15]([C:16]#[N:17])=[CH:14][N:13]=1.N1C=CC=CC=1>C1COCC1>[C:5]1([O:4][C:2](=[O:3])[NH:11][C:12]2[CH:19]=[C:18]([O:20][CH2:21][C:22]3[S:23][CH:24]=[CH:25][CH:26]=3)[C:15]([C:16]#[N:17])=[CH:14][N:13]=2)[CH:10]=[CH:9][CH:8]=[CH:7][CH:6]=1. Procedure details: Phenyl chloroformate (3.46 ml, 27.6 mmol) was added drop wise to a mixture of 6-amino-4-(thiophen-2-ylmethoxy)nicotinonitrile (intermediate 284, 2.90 g, 12.54 mmol) and pyridine (4.46 ml, 55.2 mmol) in THF (100 ml) at room temperature. The reaction mixture was stirred for 16 h at room temperature and then partitioned between EtOAc and saturated aqueous NaHCO3 solution, the organic layer washed with saturated brine, dried over MgSO4 and evaporated. The residue was purified by normal phase chromat... The reactants are ClC1=NC=NC(=C1)C1=CC=C(C=C1)C(F)(F)F (4-chloro-6-(4-trifluoromethylphenyl)pyrimidine), CC1=CC(=O)NC2=C1C=CC(=C2)N (carbostyril 124). The product is Cl.CC1=CC(=NC2=CC(=CC=C12)NC1=NC=NC(=C1)C1=CC=C(C=C1)C(F)(F)F)O (4-Methyl-7-{[6-(4-trifluoromethylphenyl)pyrimidin-4-yl]amino}quinolin-2-ol, hydrochloride). Reaction SMILES: [Cl:1][C:2]1[CH:7]=[C:6]([C:8]2[CH:13]=[CH:12][C:11]([C:14]([F:17])([F:16])[F:15])=[CH:10][CH:9]=2)[N:5]=[CH:4][N:3]=1.[CH3:18][C:19]1[C:25]2[CH:26]=[CH:27][C:28]([NH2:30])=[CH:29][C:24]=2[NH:23][C:21](=[O:22])[CH:20]=1>>[ClH:1].[CH3:18][C:19]1[C:25]2[C:24](=[CH:29][C:28]([NH:30][C:2]3[CH:7]=[C:6]([C:8]4[CH:13]=[CH:12][C:11]([C:14]([F:17])([F:16])[F:15])=[CH:10][CH:9]=4)[N:5]=[CH:4][N:3]=3)=[CH:27][CH:26]=2)[N:23]=[C:21]([OH:22])[CH:20]=1 |f:2.3|. Procedure: Analogous to the procedure used to prepare Example 5(b), 4-chloro-6-(4-trifluoromethylphenyl)pyrimidine, Example 5(a), (150 mg, 0.58 mmol) and carbostyril 124 (50 mg, 0.29 mmol, Aldrich) afforded, after recrystallization from MeOH, the title product as bright-yellow crystals. MP: 373° C. (with decomposition). MS (ESI, pos. ion) m/z: 397 (M+1). Reactants: CCC1C=C(C)CC(C)CC(OC)C2OC(O)(C(=O)C(=O)N3CCCCC3C(=O)OC(C(C)=CC3CCC(O)C(OC)C3)C(C)CCC1=O)C(C)CC2OC, CCN(CC)S(F)(F)F, C1CCOC1, CC#N, F. The product is CCC1C=C(C)CC(C)CC(OC)C2OC(O)(C(=O)C(=O)N3CCCCC3C(=O)OC(C(C)=CC3CCC(F)C(OC)C3)C(C)CCC1=O)C(C)CC2OC. RXN SMILES: [CH2:1]([CH3:2])[CH:3]1[C:4](=[O:55])[CH2:5][CH2:6][CH:7]([CH3:54])[CH:8]([C:42](=[CH:43][CH:44]2[CH2:45][CH:46]([O:51][CH3:52])[CH:47]([OH:50])[CH2:48][CH2:49]2)[CH3:53])[O:9][C:10](=[O:41])[CH:11]2[CH2:12][CH2:13][CH2:14][CH2:15][N:16]2[C:17](=[O:40])[C:18](=[O:39])[C:19]2([OH:38])[CH:20]([CH3:37])[CH2:21][CH:22]([O:35][CH3:36])[CH:23]([CH:24]([O:32][CH3:33])[CH2:25][CH:26]([CH3:31])[CH2:27][C:28]([CH3:30])=[CH:29]1)[O:34]2.[CH2:56]([N:57]([S:58]([F:59])([F:60])[F:62])[CH2:61][CH3:63])[CH3:64].[CH2:69]1[O:70][CH2:71][CH2:72][CH2:73]1.[CH3:66][C:67]#[N:68].[FH:65]>>[CH2:1]([CH3:2])[CH:3]1[C:4](=[O:55])[CH2:5][CH2:6][CH:7]([CH3:54])[CH:8]([C:42](=[CH:43][CH:44]2[CH2:45][CH:46]([O:51][CH3:52])[CH:47]([F:62])[CH2:48][CH2:49]2)[CH3:53])[O:9][C:10](=[O:41])[CH:11]2[CH2:12][CH2:13][CH2:14][CH2:15][N:16]2[C:17](=[O:40])[C:18](=[O:39])[C:19]2([OH:38])[CH:20]([CH3:37])[CH2:21][CH:22]([O:35][CH3:36])[CH:23]([CH:24]([O:32][CH3:33])[CH2:25][CH:26]([CH3:31])[CH2:27][C:28]([CH3:30])=[CH:29]1)[O:34]2. The reactants are C(C)OC(C(C(=O)C1=CC(=CC=C1)F)Cl)=O (2-chloro-3-(3-fluoro-phenyl)-3-oxo-propionic acid ethyl ester), C(C)(=S)N (thioacetamide). Yields the product C(C)OC(=O)C1=C(N=C(S1)C)C1=CC(=CC=C1)F (4-(3-Fluoro-phenyl)-2-methyl-thiazole-5-carboxylic Acid Ethyl Ester). Reaction SMILES: [CH2:1]([O:3][C:4](=[O:16])[CH:5](Cl)[C:6]([C:8]1[CH:13]=[CH:12][CH:11]=[C:10]([F:14])[CH:9]=1)=O)[CH3:2].[C:17]([NH2:20])(=[S:19])[CH3:18]>>[CH2:1]([O:3][C:4]([C:5]1[S:19][C:17]([CH3:18])=[N:20][C:6]=1[C:8]1[CH:13]=[CH:12][CH:11]=[C:10]([F:14])[CH:9]=1)=[O:16])[CH3:2]. Reported procedure: prepared by reaction of 2-chloro-3-(3-fluoro-phenyl)-3-oxo-propionic acid ethyl ester with thioacetamide. LC-MS: tR=0.95 min; [M+H]+=266.1. The reactants are C1=COCC1, O=c1[nH]cc(F)c(=O)[nH]1, c1ccncc1. The product is O=c1[nH]c(=O)n(C2CCCO2)cc1F. Reaction SMILES: [CH2:10]1[CH2:11][CH:12]=[CH:13][O:14]1.[F:1][c:2]1[c:3](=[O:9])[nH:4][c:5](=[O:8])[nH:6][cH:7]1.[cH:15]1[cH:16][cH:17][n:18][cH:19][cH:20]1>>[F:1][c:2]1[c:3](=[O:9])[nH:4][c:5](=[O:8])[n:6]([CH:13]2[CH2:12][CH2:11][CH2:10][O:14]2)[cH:7]1. Reactants: CCN, CCN=C=NCCCN(C)C, ClCCl, CN1CCOCC1, Cl, Cl, Cc1cc(C(=O)O)ncc1C(c1cc(F)ccc1F)S(=O)(=O)c1ccc(F)cc1, On1nnc2ccccc21. The product is CCNC(=O)c1cc(C)c(C(c2cc(F)ccc2F)S(=O)(=O)c2ccc(F)cc2)cn1. RXN SMILES: [CH2:31]([CH3:32])[NH2:33].[CH2:52]([N:53]=[C:54]=[N:55][CH2:56][CH2:57][CH2:58][N:59]([CH3:60])[CH3:61])[CH3:62].[CH2:63]([Cl:64])[Cl:65].[CH3:44][N:45]1[CH2:46][CH2:47][O:48][CH2:49][CH2:50]1.[ClH:30].[ClH:51].[F:1][c:2]1[c:3]([CH:9]([c:10]2[c:11]([CH3:19])[cH:12][c:13]([C:16](=[O:17])[OH:18])[n:14][cH:15]2)[S:20](=[O:21])(=[O:22])[c:23]2[cH:24][cH:25][c:26]([F:29])[cH:27][cH:28]2)[cH:4][c:5]([F:8])[cH:6][cH:7]1.[OH:34][n:35]1[c:36]2[cH:37][cH:38][cH:39][cH:40][c:41]2[n:42][n:43]1>>[F:1][c:2]1[c:3]([CH:9]([c:10]2[c:11]([CH3:19])[cH:12][c:13]([C:16](=[O:17])[NH:33][CH2:31][CH3:32])[n:14][cH:15]2)[S:20](=[O:21])(=[O:22])[c:23]2[cH:24][cH:25][c:26]([F:29])[cH:27][cH:28]2)[cH:4][c:5]([F:8])[cH:6][cH:7]1.